Dataset: the Open Reaction Database (ORD), a public repository of structured organic reaction records. Task: describe an organic reaction: reactants, conditions, products, and yield Reactants: CCCCO, O=C(Cl)C(=O)Cl, O=C(O)Cc1nc(-c2ccc(F)cc2)oc1-c1ccsc1, [K+], [OH-]. The product is CCCCOC(=O)Cc1nc(-c2ccc(F)cc2)oc1-c1ccsc1. Reaction SMILES: [CH2:30]([CH2:31][CH2:32][CH3:33])[OH:34].[Cl:24][C:25]([C:26]([Cl:27])=[O:28])=[O:29].[F:1][c:2]1[cH:3][cH:4][c:5](-[c:8]2[o:9][c:10](-[c:17]3[cH:18][s:19][cH:20][cH:21]3)[c:11]([CH2:13][C:14](=[O:15])[OH:16])[n:12]2)[cH:6][cH:7]1.[K+:23].[OH-:22]>>[F:1][c:2]1[cH:3][cH:4][c:5](-[c:8]2[o:9][c:10](-[c:17]3[cH:18][s:19][cH:20][cH:21]3)[c:11]([CH2:13][C:14](=[O:15])[O:16][CH2:30][CH2:31][CH2:32][CH3:33])[n:12]2)[cH:6][cH:7]1. Starting materials: O=C([O-])[O-], CCc1n[nH]c(=O)c2ccc(OC)cc12, CC#N, N#N, [Na+], [Na+], O, O=P(Cl)(Cl)Cl. Product: CCc1nnc(Cl)c2ccc(OC)cc12. As a reaction SMILES: [C:23](=[O:24])([O-:25])[O-:26].[CH2:1]([CH3:2])[c:3]1[n:4][nH:5][c:6](=[O:15])[c:7]2[cH:8][cH:9][c:10]([O:13][CH3:14])[cH:11][c:12]12.[CH3:29][C:30]#[N:31].[N:16]#[N:17].[Na+:27].[Na+:28].[OH2:32].[P:18]([Cl:19])([Cl:20])([Cl:21])=[O:22]>>[CH2:1]([CH3:2])[c:3]1[n:4][n:5][c:6]([Cl:20])[c:7]2[cH:8][cH:9][c:10]([O:13][CH3:14])[cH:11][c:12]12. The reactants are BrC=1C=C(C(=O)O)C=CC1 (3-Bromobenzoic acid), C(CC)C=1SC=CC1 (2-n-propylthiophene). Yields the product BrC=1C=C(C=CC1)CC=1SC(=CC1)CCC (3-Bromo-1-(5-n-propyl-2-thienylmethyl)benzene). Reaction SMILES: [Br:1][C:2]1[CH:3]=[C:4]([CH:8]=[CH:9][CH:10]=1)[C:5](O)=O.[CH2:11]([C:14]1[S:15][CH:16]=[CH:17][CH:18]=1)[CH2:12][CH3:13]>>[Br:1][C:2]1[CH:3]=[C:4]([CH2:5][C:16]2[S:15][C:14]([CH2:11][CH2:12][CH3:13])=[CH:18][CH:17]=2)[CH:8]=[CH:9][CH:10]=1. Reported procedure: 3-Bromobenzoic acid and 2-n-propylthiophene were used and treated in a manner similar to Reference Example 5 to give the target compound. Starting materials: FC(C1=CC(NC2=CC=3CCCN(C3C=C21)CCC)=O)(F)F (4-Trifluoromethyl-6-propyl-6,7,8,9-tetrahydropyrido[2,3-g]quinolin-2(1H)-one), C(C)=O (acetaldehyde). Yields the product FC(C1=CC(NC2=CC=3CCCN(C3C=C21)CC)=O)(F)F (4-Trifluoromethyl-6-ethyl-6,7,8,9-tetrahydropyrido[2,3-g]quinolin-2(1H)-one). RXN SMILES: [F:1][C:2]([F:22])([F:21])[C:3]1[C:16]2[C:7](=[CH:8][C:9]3[CH2:10][CH2:11][CH2:12][N:13]([CH2:17][CH2:18]C)[C:14]=3[CH:15]=2)[NH:6][C:5](=[O:20])[CH:4]=1.C(=O)C>>[F:22][C:2]([F:1])([F:21])[C:3]1[C:16]2[C:7](=[CH:8][C:9]3[CH2:10][CH2:11][CH2:12][N:13]([CH2:17][CH3:18])[C:14]=3[CH:15]=2)[NH:6][C:5](=[O:20])[CH:4]=1. Procedure: This compound was prepared in a similar fashion as that described in Example 84 from Compound 192 (Structure 33 of Scheme VI, where R1═H, n=1) and acetaldehyde. 1H NMR (400 MHz, CDCl3) 11.23 (br. s, 1H), 7.07 (s, 1H), 7.00 (s, 1H), 6.82 (s, 1H), 3.39 (q, 2H, J=7.1), 3.31 (t, 2H, J=5.6), 2.88 (t, 2H, J=6.4), 1.98 (m, 2H), 1.18 (t, 3H, J=7.1). The reactants are CCC(C#N)(C(=O)Cl)c1ccccc1, C=CCNCC=C, ClCCl. The product is C=CCN(CC=C)C(=O)C(C#N)(CC)c1ccccc1. RXN SMILES: [C:1](#[N:2])[C:3]([C:4](=[O:5])[Cl:6])([c:7]1[cH:8][cH:9][cH:10][cH:11][cH:12]1)[CH2:13][CH3:14].[CH2:15]([CH:16]=[CH2:17])[NH:18][CH2:19][CH:20]=[CH2:21].[Cl:22][CH2:23][Cl:24]>>[C:1](#[N:2])[C:3]([C:4](=[O:5])[N:18]([CH2:15][CH:16]=[CH2:17])[CH2:19][CH:20]=[CH2:21])([c:7]1[cH:8][cH:9][cH:10][cH:11][cH:12]1)[CH2:13][CH3:14].